This data is from the Open Reaction Database (ORD), a public repository of structured organic reaction records. The task is: describe an organic reaction: reactants, conditions, products, and yield Starting materials: [BH4-], CCO, O=C(c1ccc(Cl)cc1)c1ncc(C(F)(F)F)cc1Cl, Cl, [Na+]. The product is OC(c1ccc(Cl)cc1)c1ncc(C(F)(F)F)cc1Cl. Reaction SMILES: [BH4-:1].[CH3:24][CH2:25][OH:26].[Cl:3][c:4]1[c:5]([C:14]([c:15]2[cH:16][cH:17][c:18]([Cl:21])[cH:19][cH:20]2)=[O:22])[n:6][cH:7][c:8]([C:10]([F:11])([F:12])[F:13])[cH:9]1.[ClH:23].[Na+:2]>>[Cl:3][c:4]1[c:5]([CH:14]([c:15]2[cH:16][cH:17][c:18]([Cl:21])[cH:19][cH:20]2)[OH:22])[n:6][cH:7][c:8]([C:10]([F:11])([F:12])[F:13])[cH:9]1. The reactants are COc1cccc(-c2nc(N3CCOCC3)nc3c2CCN3c2ccc(OC(F)(F)F)cc2)c1, COc1cccc(-c2nc(N3CCOCC3)nc(Cl)c2CCCl)c1, Nc1ccc(OC(F)(F)F)cc1. The product is Oc1cccc(-c2nc(N3CCOCC3)nc3c2CCN3c2ccc(OC(F)(F)F)cc2)c1. Reaction SMILES: [CH3:37][O:38][c:39]1[cH:40][c:41](-[c:45]2[c:46]3[c:47]([n:48][c:49]([N:51]4[CH2:52][CH2:53][O:54][CH2:55][CH2:56]4)[n:50]2)[N:57]([c:60]2[cH:61][cH:62][c:63]([O:66][C:67]([F:68])([F:69])[F:70])[cH:64][cH:65]2)[CH2:58][CH2:59]3)[cH:42][cH:43][cH:44]1.[Cl:1][c:2]1[c:3]([CH2:4][CH2:5][Cl:6])[c:7](-[c:8]2[cH:9][cH:10][cH:11][c:12]([O:13][CH3:14])[cH:15]2)[n:16][c:17]([N:18]2[CH2:19][CH2:20][O:21][CH2:22][CH2:23]2)[n:24]1.[F:25][C:26]([F:27])([F:28])[O:29][c:30]1[cH:31][cH:32][c:33]([NH2:34])[cH:35][cH:36]1>>[OH:38][c:39]1[cH:40][c:41](-[c:45]2[c:46]3[c:47]([n:48][c:49]([N:51]4[CH2:52][CH2:53][O:54][CH2:55][CH2:56]4)[n:50]2)[N:57]([c:60]2[cH:61][cH:62][c:63]([O:66][C:67]([F:68])([F:69])[F:70])[cH:64][cH:65]2)[CH2:58][CH2:59]3)[cH:42][cH:43][cH:44]1. Reactants: BrCC(=O)C1=CC=C(C=C1)C(C)C (2-bromo-1-(4-isopropyl-phenyl)-ethanone), NC(=S)N (thiourea). Run in CO (MeOH). Product: C(C)(C)C1=CC=C(C=C1)C=1N=C(SC1)N (4-(4-Isopropyl-phenyl)-thiazol-2-ylamine). Reaction SMILES: Br[CH2:2][C:3]([C:5]1[CH:10]=[CH:9][C:8]([CH:11]([CH3:13])[CH3:12])=[CH:7][CH:6]=1)=O.[NH2:14][C:15]([NH2:17])=[S:16]>CO>[CH:11]([C:8]1[CH:9]=[CH:10][C:5]([C:3]2[N:14]=[C:15]([NH2:17])[S:16][CH:2]=2)=[CH:6][CH:7]=1)([CH3:13])[CH3:12]. Procedure: 4-(4-Isopropyl-phenyl)-thiazol-2-ylamine was prepared (0.41 g) following general procedure B using 2-bromo-1-(4-isopropyl-phenyl)-ethanone (0.5 g, 2.07 mmol), thiourea (173 mg, 2.28 mmol) and MeOH (10 mL). LCMS m/z: 219 (M+1)+. The reactants are O=C(O)c1c(Br)cc(F)c(F)c1F, C1CCOC1, [Li]CCCC, ClCCl, Nc1ccccc1Cl. Yields the product O=C(O)c1c(Br)cc(F)c(F)c1Nc1ccccc1Cl. Reaction SMILES: [Br:14][c:15]1[cH:16][c:17]([F:26])[c:18]([F:25])[c:19]([F:24])[c:20]1[C:21](=[O:22])[OH:23].[CH2:30]1[O:31][CH2:32][CH2:33][CH2:34]1.[CH3:1][CH2:2][CH2:3][CH2:4][Li:5].[Cl:27][CH2:28][Cl:29].[Cl:6][c:7]1[c:8]([NH2:9])[cH:10][cH:11][cH:12][cH:13]1>>[Cl:6][c:7]1[c:8]([NH:9][c:19]2[c:18]([F:25])[c:17]([F:26])[cH:16][c:15]([Br:14])[c:20]2[C:21](=[O:22])[OH:23])[cH:10][cH:11][cH:12][cH:13]1. The reactants are Cl (Hydrogen chloride), Cl (hydrogen chloride), CC(C)N1N=C(C=C1C(=O)OC(C)(C)C)CN1CCOCC1 (1,1-Dimethylethyl 1-(1-methylethyl)-3-(4-morpholinylmethyl)-1H-pyrazole-5-carboxylate). Reagents/catalysts: O (water). Run in O1CCOCC1 (1,4 dioxane), O1CCOCC1 (1,4 dioxane), O1CCOCC1 (1,4-dioxane). The product is CC(C)N1N=C(C=C1C(=O)O)CN1CCOCC1 (1-(1-Methylethyl)-3-(4-morpholinylmethyl)-1H-pyrazole-5-carboxylic acid). Yield: 99.8%. As a reaction SMILES: [CH3:1][CH:2]([N:4]1[C:8]([C:9]([O:11]C(C)(C)C)=[O:10])=[CH:7][C:6]([CH2:16][N:17]2[CH2:22][CH2:21][O:20][CH2:19][CH2:18]2)=[N:5]1)[CH3:3].Cl>O1CCOCC1.O>[CH3:3][CH:2]([N:4]1[C:8]([C:9]([OH:11])=[O:10])=[CH:7][C:6]([CH2:16][N:17]2[CH2:18][CH2:19][O:20][CH2:21][CH2:22]2)=[N:5]1)[CH3:1]. Procedure: 1,1-Dimethylethyl 1-(1-methylethyl)-3-(4-morpholinylmethyl)-1H-pyrazole-5-carboxylate (628 mg) was dissolved in 1,4-dioxane (2 ml). 4M Hydrogen chloride in 1,4 dioxane (5 ml) was added and the mixture was stirred at RT under nitrogen. After 24 h further 4M hydrogen chloride in 1,4 dioxane (3 ml) was added and the mixture was stirred at RT for 72 h. One drop of water was added and the mixture was stirred at RT for 24 h. The solvent was removed in vacuo, toluene (20 ml) was added and removed in va... Reactants: ClC1=CC(=NC2=CC=C(C=C12)OC)C(F)(F)F (4-Chloro-6-methoxy-2-trifluoromethylquinoline). Reagents/catalysts: [Pt] (platinum on carbon). The product is COC=1C=C2CCC(NC2=CC1)C(F)(F)F (6-methoxy-2-trifluoromethyltetrahydroquinoline). Reaction SMILES: Cl[C:2]1[C:11]2[C:6](=[CH:7][CH:8]=[C:9]([O:12][CH3:13])[CH:10]=2)[N:5]=[C:4]([C:14]([F:17])([F:16])[F:15])[CH:3]=1>[Pt]>[CH3:13][O:12][C:9]1[CH:10]=[C:11]2[C:6](=[CH:7][CH:8]=1)[NH:5][CH:4]([C:14]([F:17])([F:15])[F:16])[CH2:3][CH2:2]2. Procedure: 4-Chloro-6-methoxy-2-trifluoromethylquinoline was reduced with platinum on carbon to give 6-methoxy-2-trifluoromethyltetrahydroquinoline. Starting materials: C1(CCCC1)N1N=C(C2=CC=CC(=C12)F)C1=CC=C(C=C1)O (4-(1-cyclopentyl-7-fluoro-1H-indazol-3-yl)phenol), C(C)(C)(C)N=C=O (t-butyl isocyanate). Run in O1CCOCC1 (dioxane). The product is C(C)(C)(C)NC(OC1=CC=C(C=C1)C1=NN(C2=C(C=CC=C12)F)C1CCCC1)=O (4-(1-cyclopentyl-7-fluoro-1H-indazol-3-yl)phenyl tert-butylcarbamate). The yield is 49.3%. As a reaction SMILES: [CH:1]1([N:6]2[C:14]3[C:9](=[CH:10][CH:11]=[CH:12][C:13]=3[F:15])[C:8]([C:16]3[CH:21]=[CH:20][C:19]([OH:22])=[CH:18][CH:17]=3)=[N:7]2)[CH2:5][CH2:4][CH2:3][CH2:2]1.[C:23]([N:27]=[C:28]=[O:29])([CH3:26])([CH3:25])[CH3:24]>O1CCOCC1>[C:23]([NH:27][C:28](=[O:29])[O:22][C:19]1[CH:18]=[CH:17][C:16]([C:8]2[C:9]3[C:14](=[C:13]([F:15])[CH:12]=[CH:11][CH:10]=3)[N:6]([CH:1]3[CH2:5][CH2:4][CH2:3][CH2:2]3)[N:7]=2)=[CH:21][CH:20]=1)([CH3:26])([CH3:25])[CH3:24]. Reported procedure: A solution of 4-(1-cyclopentyl-7-fluoro-1H-indazol-3-yl)phenol (0.30 g, 1.0 mmol) and t-butyl isocyanate (0.114 mL, 1.0 mmol) in 10 mL of dioxane was heated at 80° C. for 48 hours. The reaction mixture was concentrated in vacuo. The residue was crystallized from EtOAc/hexane to give 0.195 g of the title compound as a white solid.